From a dataset of the Open Reaction Database (ORD), a public repository of structured organic reaction records. describe an organic reaction: reactants, conditions, products, and yield Reported procedure: 5-(4-Methanesulfinyl-phenoxy)-2-nitro-pyridine (1.27 g, 4.56 mmol) was dissolved in EtOH (30 ml) and EtOAc (8 ml). Pd/C (10%) (400 mg) was added and the nitro group was reduced to the amine by hydrogenation at atmospheric pressure for 3 h. The catalyst was filtered off and the filtrate was evaporated to give 0.6 g of 5-(4-Methanesulfinyl-phenoxy)-pyridin-2-ylamine. Reactants: CS(=O)C1=CC=C(OC=2C=CC(=NC2)[N+](=O)[O-])C=C1 (5-(4-Methanesulfinyl-phenoxy)-2-nitro-pyridine), amine. Yields the product CS(=O)C1=CC=C(OC=2C=CC(=NC2)N)C=C1 (5-(4-Methanesulfinyl-phenoxy)-pyridin-2-ylamine). Solvent: CCO (EtOH), CCOC(=O)C (EtOAc). The reagents and catalysts are [Pd] (Pd/C). RXN SMILES: [CH3:1][S:2]([C:4]1[CH:19]=[CH:18][C:7]([O:8][C:9]2[CH:10]=[CH:11][C:12]([N+:15]([O-])=O)=[N:13][CH:14]=2)=[CH:6][CH:5]=1)=[O:3]>CCO.CCOC(C)=O.[Pd]>[CH3:1][S:2]([C:4]1[CH:19]=[CH:18][C:7]([O:8][C:9]2[CH:10]=[CH:11][C:12]([NH2:15])=[N:13][CH:14]=2)=[CH:6][CH:5]=1)=[O:3]. Yield: 53.0%. Starting materials: O=C(SCCC(=O)N1C(C(=O)O)CSC1c1ccccc1O)c1ccccc1, CC(C)COC(=O)Cl, CCOC(=O)CN, C1CCOC1, CN1CCOCC1, Cl, O. The product is CCOC(=O)CNC(=O)C1CSC(c2ccccc2O)N1C(=O)CCSC(=O)c1ccccc1. RXN SMILES: [C:1]([c:2]1[cH:3][cH:4][cH:5][cH:6][cH:7]1)(=[O:8])[S:9][CH2:10][CH2:11][C:12](=[O:13])[N:14]1[CH:15]([c:22]2[c:23]([OH:28])[cH:24][cH:25][cH:26][cH:27]2)[S:16][CH2:17][CH:18]1[C:19](=[O:20])[OH:21].[C:36]([Cl:37])(=[O:38])[O:39][CH2:40][CH:41]([CH3:42])[CH3:43].[CH2:45]([CH3:46])[O:47][C:48]([CH2:49][NH2:50])=[O:51].[CH2:52]1[O:53][CH2:54][CH2:55][CH2:56]1.[CH3:29][N:30]1[CH2:31][CH2:32][O:33][CH2:34][CH2:35]1.[ClH:44].[OH2:57]>>[C:1]([c:2]1[cH:3][cH:4][cH:5][cH:6][cH:7]1)(=[O:8])[S:9][CH2:10][CH2:11][C:12](=[O:13])[N:14]1[CH:15]([c:22]2[c:23]([OH:28])[cH:24][cH:25][cH:26][cH:27]2)[S:16][CH2:17][CH:18]1[C:19](=[O:21])[NH:50][CH2:49][C:48]([O:47][CH2:45][CH3:46])=[O:51]. Starting materials: FC1=C(C=CC(=C1)N1C(C=CC=C1)=O)NC(=O)C1CC(C(C1)CNC(=O)C=1SC(=CC1)Cl)NC (5-chloro-thiophene-2-carboxylic acid {4-[2-fluoro-4-(2-oxo-2H-pyridin-1-yl)-phenylcarbamoyl]-2-methylamino-cyclopentylmethyl}-amide), CS(=O)(=O)Cl (methane sulfonylchloride). The product is FC1=C(C=CC(=C1)N1C(C=CC=C1)=O)NC(=O)C1CC(C(C1)CNC(=O)C=1SC(=CC1)Cl)N(C)S(=O)(=O)C (5-chloro-thiophene-2-carboxylic acid [4-[2-fluoro-4-(2-oxo-2H-pyridin-1-yl)-phenylcarbamoyl]-2-(methanesulfonyl-methyl-amino)-cyclopentylmethyl]-amide). As a reaction SMILES: [F:1][C:2]1[CH:7]=[C:6]([N:8]2[CH:13]=[CH:12][CH:11]=[CH:10][C:9]2=[O:14])[CH:5]=[CH:4][C:3]=1[NH:15][C:16]([CH:18]1[CH2:22][CH:21]([CH2:23][NH:24][C:25]([C:27]2[S:28][C:29]([Cl:32])=[CH:30][CH:31]=2)=[O:26])[CH:20]([NH:33][CH3:34])[CH2:19]1)=[O:17].[CH3:35][S:36](Cl)(=[O:38])=[O:37]>>[F:1][C:2]1[CH:7]=[C:6]([N:8]2[CH:13]=[CH:12][CH:11]=[CH:10][C:9]2=[O:14])[CH:5]=[CH:4][C:3]=1[NH:15][C:16]([CH:18]1[CH2:22][CH:21]([CH2:23][NH:24][C:25]([C:27]2[S:28][C:29]([Cl:32])=[CH:30][CH:31]=2)=[O:26])[CH:20]([N:33]([S:36]([CH3:35])(=[O:38])=[O:37])[CH3:34])[CH2:19]1)=[O:17]. Procedure details: In analogy to example 26 5-chloro-thiophene-2-carboxylic acid {4-[2-fluoro-4-(2-oxo-2H-pyridin-1-yl)-phenylcarbamoyl]-2-methylamino-cyclopentylmethyl}-amide (example 33) was reacted with methane sulfonylchloride to give 5-chloro-thiophene-2-carboxylic acid [4-[2-fluoro-4-(2-oxo-2H-pyridin-1-yl)-phenylcarbamoyl]-2-(methanesulfonyl-methyl-amino)-cyclopentylmethyl]-amide. Light yellow solid. 581.2 ([M+H]+). Starting materials: ClC1=CC=C(C(=O)C2=C(CCCC2)C(=O)O)C=C1 (2-(4-chlorobenzoyl)cyclohex-1-enecarboxylic acid), Cl.[N+](=O)([O-])C1=CC=C(CN)C=C1 (4-nitrobenzylamine hydrochloride). Yields the product ClC1=CC=C(C=C1)C1(N(C(C=2CCCCC12)=O)CC1=CC=C(C=C1)[N+](=O)[O-])O (3-(4-chlorophenyl)-3-hydroxy-2-(4-nitrobenzyl)-2,3,4,5,6,7-hexahydroisoindol-1-one). The yield is 44.4%. As a reaction SMILES: [Cl:1][C:2]1[CH:18]=[CH:17][C:5]([C:6]([C:8]2[CH2:13][CH2:12][CH2:11][CH2:10][C:9]=2[C:14]([OH:16])=O)=[O:7])=[CH:4][CH:3]=1.Cl.[N+:20]([C:23]1[CH:30]=[CH:29][C:26]([CH2:27][NH2:28])=[CH:25][CH:24]=1)([O-:22])=[O:21]>>[Cl:1][C:2]1[CH:3]=[CH:4][C:5]([C:6]2([OH:7])[C:8]3[CH2:13][CH2:12][CH2:11][CH2:10][C:9]=3[C:14](=[O:16])[N:28]2[CH2:27][C:26]2[CH:25]=[CH:24][C:23]([N+:20]([O-:22])=[O:21])=[CH:30][CH:29]=2)=[CH:17][CH:18]=1 |f:1.2|. Procedure: The named compound was synthesised from, 2-(4-chlorobenzoyl)cyclohex-1-enecarboxylic acid (1.00 g, 3.78 mmol) and 4-nitrobenzylamine hydrochloride (0.78 g, 4.16 mmol) using General Procedure B, purified by chromatography (Biotage SP4; 30% EtOAc/petrol) and obtained as a yellow solid (0.67 g, 44%). Starting materials: CCOCC (Et2O), O1CCN(CC1)C1=CC(=C2N=CC=NC2=C1)O[C@H]1CC[C@H](CC1)N1C(C2=CC=CC=C2C1=O)=O (2-[(cis)-4-(7-morpholinoquinoxalin-5-yl)oxycyclohexyl]isoindoline-1,3-dione), initial suspension, NN (hydrazine). Solvent: CO (MeOH). Run at time 30 minute. The product is O1CCN(CC1)C1=CC(=C2N=CC=NC2=C1)O[C@H]1CC[C@H](CC1)N ((cis)-4-((7-morpholinoquinoxalin-5-yl)oxy)cyclohexanamine). As a reaction SMILES: [O:1]1[CH2:6][CH2:5][N:4]([C:7]2[CH:16]=[C:15]3[C:10]([N:11]=[CH:12][CH:13]=[N:14]3)=[C:9]([O:17][C@@H:18]3[CH2:23][CH2:22][C@H:21]([N:24]4C(=O)C5C(=CC=CC=5)C4=O)[CH2:20][CH2:19]3)[CH:8]=2)[CH2:3][CH2:2]1.NN.CCOCC>CO>[O:1]1[CH2:6][CH2:5][N:4]([C:7]2[CH:16]=[C:15]3[C:10]([N:11]=[CH:12][CH:13]=[N:14]3)=[C:9]([O:17][C@@H:18]3[CH2:23][CH2:22][C@H:21]([NH2:24])[CH2:20][CH2:19]3)[CH:8]=2)[CH2:3][CH2:2]1. Reported procedure: As shown in step 9-iii of Scheme 9, to a suspension of 2-[(cis)-4-(7-morpholinoquinoxalin-5-yl)oxycyclohexyl]isoindoline-1,3-dione (2.3 g, 5.02 mmol) in MeOH (25 mL) was added hydrazine (321 mg, 315 μL, 10.0 mmol) and the reaction mixture stirred for 18 hours at RT, over which time the initial suspension became homogenenous followed by the appearance of a precipitate. Et2O (30 mL) was added and the reaction mixture stirred an additional 30 minutes. The precipitates were filtered off, the filtrat... The reactants are C(CCC)C(CO)CO (2-n-butylpropane-1,3-diol), C(CCC)C1=CC=C(C(=O)OC2=CC=C(C=O)C=C2)C=C1 (p-(4'-n-butylbenzoyloxy)benzaldehyde), C1=CC=CC=C1 (benzene), C1(=CC=C(C=C1)S(=O)(=O)O)C (4-toluenesulfonic acid). Run in O (water). The product is C(CCC)C1=CC=C(C(=O)OC2=CC=C(C=C2)C2OCC(CO2)CCCC)C=C1 (p-(5-n-butyl-1,3-dioxan-2-yl)phenyl p-n-butylbenzoate). Isolated yield 67.7%. RXN SMILES: [CH2:1]([CH:5]([CH2:8][OH:9])[CH2:6][OH:7])[CH2:2][CH2:3][CH3:4].[CH2:10]([C:14]1[CH:30]=[CH:29][C:17]([C:18]([O:20][C:21]2[CH:28]=[CH:27][C:24]([CH:25]=O)=[CH:23][CH:22]=2)=[O:19])=[CH:16][CH:15]=1)[CH2:11][CH2:12][CH3:13].C1C=CC=CC=1.C1(C)C=CC(S(O)(=O)=O)=CC=1>O>[CH2:10]([C:14]1[CH:30]=[CH:29][C:17]([C:18]([O:20][C:21]2[CH:22]=[CH:23][C:24]([CH:25]3[O:9][CH2:8][CH:5]([CH2:1][CH2:2][CH2:3][CH3:4])[CH2:6][O:7]3)=[CH:27][CH:28]=2)=[O:19])=[CH:16][CH:15]=1)[CH2:11][CH2:12][CH3:13]. Procedure: A mixture of 2-n-butylpropane-1,3-diol (6.6 g, 0.05 m) and p-(4'-n-butylbenzoyloxy)benzaldehyde (14.2 g, 0.05 m), benzene (100 ml) and a catalytic amount of 4-toluenesulfonic acid was azeotropically refluxed until no more water was collected. The solvent was evaporated and the residue was crystallized from ethanol to yield p-(5-n-butyl-1,3-dioxan-2-yl)phenyl p-n-butylbenzoate (13.4 g 67%) CN 79.2°-80.2° C., NL 160° C.